This data is from the Open Reaction Database (ORD), a public repository of structured organic reaction records. The task is: describe an organic reaction: reactants, conditions, products, and yield RXN SMILES: [Br-:21].[CH2:22]([CH3:23])[Mg+:24].[Cl:1][c:2]1[cH:3][c:4]([NH:14][c:15]2[cH:16][cH:17][cH:18][cH:19][cH:20]2)[c:5]([C:6](=[O:7])[N:8]([O:9][CH3:10])[CH3:11])[cH:12][cH:13]1.[O:25]1[CH2:26][CH2:27][CH2:28][CH2:29]1>>[Cl:1][c:2]1[cH:3][c:4]([NH:14][c:15]2[cH:16][cH:17][cH:18][cH:19][cH:20]2)[c:5]([C:6](=[O:7])[CH2:22][CH3:23])[cH:12][cH:13]1. Product: CCC(=O)c1ccc(Cl)cc1Nc1ccccc1. The reactants are [Br-], CC[Mg+], CON(C)C(=O)c1ccc(Cl)cc1Nc1ccccc1, C1CCOC1. Reactants: O=C([O-])O, C1COCCO1, ClC(Cl)Cl, Cl, CCOCc1nc2c(N)nc3cc(Br)ccc3c2n1CCCCNC(=O)OC(C)(C)C, [Na+], [Na+], [OH-], O. The product is CCOCc1nc2c(N)nc3cc(Br)ccc3c2n1CCCCN. Reaction SMILES: [C:35](=[O:36])([OH:37])[O-:38].[CH2:40]1[O:41][CH2:42][CH2:43][O:44][CH2:45]1.[CH:46]([Cl:47])([Cl:48])[Cl:49].[ClH:1].[NH2:2][c:3]1[n:4][c:5]2[cH:6][c:7]([Br:32])[cH:8][cH:9][c:10]2[c:11]2[c:12]1[n:13][c:14]([CH2:28][O:29][CH2:30][CH3:31])[n:15]2[CH2:16][CH2:17][CH2:18][CH2:19][NH:20][C:21](=[O:22])[O:23][C:24]([CH3:25])([CH3:26])[CH3:27].[Na+:34].[Na+:39].[OH-:33].[OH2:50]>>[NH2:2][c:3]1[n:4][c:5]2[cH:6][c:7]([Br:32])[cH:8][cH:9][c:10]2[c:11]2[c:12]1[n:13][c:14]([CH2:28][O:29][CH2:30][CH3:31])[n:15]2[CH2:16][CH2:17][CH2:18][CH2:19][NH2:20]. Product: O=C1C(=O)c2ccc(Br)cc2C2=C1SCC1(CCN(CC(O)COc3ccc(Cl)cc3)CC1)O2. RXN SMILES: [Br:1][c:2]1[cH:3][cH:4][c:5]2[c:19]([cH:20]1)[C:9]1=[C:8]([C:7](=[O:21])[C:6]2=[O:22])[S:13][CH2:12][C:11]2([O:10]1)[CH2:14][CH2:15][NH:16][CH2:17][CH2:18]2.[Cl:23][c:24]1[cH:25][cH:26][c:27]([O:28][CH2:29][CH:30]2[O:31][CH2:32]2)[cH:33][cH:34]1>>[Br:1][c:2]1[cH:3][cH:4][c:5]2[c:19]([cH:20]1)[C:9]1=[C:8]([C:7](=[O:21])[C:6]2=[O:22])[S:13][CH2:12][C:11]2([O:10]1)[CH2:14][CH2:15][N:16]([CH2:32][CH:30]([CH2:29][O:28][c:27]1[cH:26][cH:25][c:24]([Cl:23])[cH:34][cH:33]1)[OH:31])[CH2:17][CH2:18]2. The reactants are O=C1C(=O)c2ccc(Br)cc2C2=C1SCC1(CCNCC1)O2, Clc1ccc(OCC2CO2)cc1. Reactants: C(#N)C1=CC=C(C2=CC=CC=C12)F (1-Cyano-4-fluoronaphthalene), N1CC(CCC1)CNC(OC(C)(C)C)=O (tert-butyl (piperidin-3-ylmethyl)carbamate), C1CCC2=NCCCN2CC1 (DBU). The solvent is N1=CC=CC=C1 (pyridine). Reaction conditions: temperature 60 celsius, time 4 day. The product is C(C)(C)(C)OC(NCC1CN(CCC1)C1=CC=C(C2=CC=CC=C12)C#N)=O ([1-(4-Cyanonaphthalen-1-yl)piperidin-3-ylmethyl]carbamic acid tert-butyl ester). Yield: 71.1%. Reaction SMILES: [C:1]([C:3]1[C:12]2[C:7](=[CH:8][CH:9]=[CH:10][CH:11]=2)[C:6](F)=[CH:5][CH:4]=1)#[N:2].[NH:14]1[CH2:19][CH2:18][CH2:17][CH:16]([CH2:20][NH:21][C:22](=[O:28])[O:23][C:24]([CH3:27])([CH3:26])[CH3:25])[CH2:15]1.C1CCN2C(=NCCC2)CC1>N1C=CC=CC=1>[C:24]([O:23][C:22](=[O:28])[NH:21][CH2:20][CH:16]1[CH2:17][CH2:18][CH2:19][N:14]([C:6]2[C:7]3[C:12](=[CH:11][CH:10]=[CH:9][CH:8]=3)[C:3]([C:1]#[N:2])=[CH:4][CH:5]=2)[CH2:15]1)([CH3:27])([CH3:25])[CH3:26]. Procedure details: 1-Cyano-4-fluoronaphthalene (273 mg, 1.60 mmol), tert-butyl (piperidin-3-ylmethyl)carbamate (411 mg, 1.92 mmol) and DBU (25 μl, 0.16 mmol) were dissolved in pyridine (4 mL) and stirred at 60° C. for 4 days. The reaction was worked up in the same way as for 198RL60 followed by purification using silica gel column chromatography eluted with a stepwise gradient of 0-70% ethyl acetate in n-heptane, giving the desired compound (416 mg, 71%) as a white solid. Starting materials: C(=O)N[C@H]1CC(=O)OC1=O (formyl aspartic acid anhydride), C=O (paraformaldehyde), C(C)(=O)O (acetic acid). Conditions: temperature 50 celsius. The product is C(=O)(O)CC1N(COC1=O)C=O (4-carboxymethyl-3-formyl-1,3-oxazolidin-5-one). As a reaction SMILES: [CH:1]([NH:3][C@@H:4]1[C:9](=[O:10])[O:8][C:6](=O)C1)=[O:2].C=O.[C:13]([OH:16])(=[O:15])[CH3:14]>>[C:13]([CH2:14][CH:4]1[C:9](=[O:10])[O:8][CH2:6][N:3]1[CH:1]=[O:2])([OH:16])=[O:15]. Procedure: 14.3 g (100 mmol) of formyl aspartic acid anhydride are charged into a 100° C. solution of 9 g (300 mmol) paraformaldehyde in 200 ml glacial acetic acid. After 30 min the mixture is cooled to 50° C. and the acetic acid removed in a vacuum. Then, the yellowish oily residue is taken up in a little saturated sodium hydrogen carbonate solution and extracted several times after acidification of the aqueous solution to pH 1.5 with ethyl acetate. The collected organic phases are dried over magnesium su... Starting materials: solution, C(C)[Al](CC)CC (triethyl aluminum), C(C)(=O)OC1[C@]2(C)[C@@H](CC1)[C@@H]1CC[C@H]3CC(C=C[C@]3(C)[C@H]1CC2)=O (17-acetoxy-5α-androst-1-en-3-one), [Cu](C#N)C#N (copper cyanide), O (water). Solvent: C1(=CC=CC=C1)C (toluene), C(C)(=O)OCC (ethyl acetate). Conditions: temperature 25 celsius, time 12 hour. Yields the product C(C)(=O)OC1[C@]2(C)[C@@H](CC1)[C@@H]1CC[C@H]3CC(C[C@@H]([C@]3(C)[C@H]1CC2)CC)=O (17-acetoxy-1α-ethyl-5α-androstan-3-one). The yield is 39.0%. RXN SMILES: C([Al]([CH2:6][CH3:7])CC)C.[C:8]([O:11][CH:12]1[CH2:17][CH2:16][C@H:15]2[C@H:18]3[C@H:28]([CH2:29][CH2:30][C@:13]12[CH3:14])[C@:26]1([CH3:27])[C@H:21]([CH2:22][C:23](=[O:31])[CH:24]=[CH:25]1)[CH2:20][CH2:19]3)(=[O:10])[CH3:9].[Cu](C#N)C#N.O>C1(C)C=CC=CC=1.C(OCC)(=O)C>[C:8]([O:11][CH:12]1[CH2:17][CH2:16][C@H:15]2[C@H:18]3[C@H:28]([CH2:29][CH2:30][C@:13]12[CH3:14])[C@:26]1([CH3:27])[C@H:21]([CH2:22][C:23](=[O:31])[CH2:24][C@@H:25]1[CH2:6][CH3:7])[CH2:20][CH2:19]3)(=[O:10])[CH3:9]. Procedure: 5.78 ml (11 mmol) of a 1.9 molar solution of triethyl aluminum in toluene is added at room temperature to 3.3 g (10 mmol) of 17-acetoxy-5α-androst-1-en-3-one in 15 ml of ethyl acetate and 44.78 mg (0.5 mmol) of copper cyanide (CuCN). It is stirred 12 hours more at 25° C. The reaction solution is hydrolyzed with 1 ml of water and stirred again for 15 minutes. The inorganic solid is filtered off. The solid is washed again with ethyl acetate. After evaporation of the solvent and chromatography of t...